This data is from the Open Reaction Database (ORD), a public repository of structured organic reaction records. The task is: describe an organic reaction: reactants, conditions, products, and yield Starting materials: BrC1=CC(=C(C=C1)NC1=NC=C2C(=N1)C=1C(CCC2)=C(N(N1)C)C(=O)OCC)OC (Ethyl 9-[(4-bromo-2-methoxyphenyl)amino]-2-methyl-2,4,5,6-tetrahydropyrazolo[4′,3′:6,7]cyclohepta[1,2-d]pyrimidine-3-carboxylate), solution, [OH-].[Na+] (NaOH). Run in CCO (EtOH). Product: BrC1=CC(=C(C=C1)NC1=NC=C2C(=N1)C=1C(CCC2)=C(N(N1)C)C(=O)O)OC (9-[(4-bromo-2-methoxyphenyl)amino]-2-methyl-2,4,5,6-tetrahydropyrazolo[4′,3′:6,7]cyclohepta[1,2-d]pyrimidine-3-carboxylic acid). Yield: 80.7%. Reaction SMILES: [Br:1][C:2]1[CH:7]=[CH:6][C:5]([NH:8][C:9]2[N:14]=[C:13]3[C:15]4[C:16](=[C:20]([C:24]([O:26]CC)=[O:25])[N:21]([CH3:23])[N:22]=4)[CH2:17][CH2:18][CH2:19][C:12]3=[CH:11][N:10]=2)=[C:4]([O:29][CH3:30])[CH:3]=1.[OH-].[Na+]>CCO>[Br:1][C:2]1[CH:7]=[CH:6][C:5]([NH:8][C:9]2[N:14]=[C:13]3[C:15]4[C:16](=[C:20]([C:24]([OH:26])=[O:25])[N:21]([CH3:23])[N:22]=4)[CH2:17][CH2:18][CH2:19][C:12]3=[CH:11][N:10]=2)=[C:4]([O:29][CH3:30])[CH:3]=1 |f:1.2|. Reported procedure: Ethyl 9-[(4-bromo-2-methoxyphenyl)amino]-2-methyl-2,4,5,6-tetrahydropyrazolo[4′,3′:6,7]cyclohepta[1,2-d]pyrimidine-3-carboxylate (0.250 g, 0.530 mmol) was suspended in anhydrous EtOH (5 mL) and treated with a 2 M solution of NaOH (0.260 mL, 0.5 eq.) at reflux temperature for 1 hour. Solvent was evaporated to dryness and the residue dissolved in water. After treatment with AcOH, the resulting precipitate was collected by filtration to give the title compound (190 mg, 80% yield) as a white solid. The product is O1COC2=C1C=CC(=C2)C=C2C(NC(S2)=NCC2=CC=CC=C2)=O (5-Benzo[1,3]dioxol-5-ylmethylene-2-benzylimino-thiazolidin-4-one). Reported procedure: 5-Benzo[1,3]dioxol-5-ylmethylene-2-thioxo-thiazolidin-4-one (100 mg, 0.37 mmol) were dissolved in EtOH/water, followed by 60 mg of Na2CO3. The reaction was stirred for 30 min and benzylamine (122 μl, 3 eq.) was added. The reaction mixture was refluxed for 2 h. and the solvents were evaporated. The crude was purified by Parallel Flex chromatography. Conditions: time 30 minute. The reactants are C(=O)([O-])[O-].[Na+].[Na+] (Na2CO3), O1COC2=C1C=CC(=C2)C=C2C(NC(S2)=S)=O (5-Benzo[1,3]dioxol-5-ylmethylene-2-thioxo-thiazolidin-4-one), C(C1=CC=CC=C1)N (benzylamine). As a reaction SMILES: [O:1]1[C:5]2[CH:6]=[CH:7][C:8]([CH:10]=[C:11]3[S:15][C:14](=S)[NH:13][C:12]3=[O:17])=[CH:9][C:4]=2[O:3][CH2:2]1.C([O-])([O-])=O.[Na+].[Na+].[CH2:24]([NH2:31])[C:25]1[CH:30]=[CH:29][CH:28]=[CH:27][CH:26]=1>CCO.O>[O:1]1[C:5]2[CH:6]=[CH:7][C:8]([CH:10]=[C:11]3[S:15][C:14](=[N:31][CH2:24][C:25]4[CH:30]=[CH:29][CH:28]=[CH:27][CH:26]=4)[NH:13][C:12]3=[O:17])=[CH:9][C:4]=2[O:3][CH2:2]1 |f:1.2.3,5.6|. Run in CCO.O (EtOH water). The reactants are polyphosphoric acid, C1(=CC=C(C=C1)SCC(C)=O)C (1-(p-tolylsulfanyl)-propan-2-one). Run in ClC1=CC=CC=C1 (chlorobenzene). Yields the product CC1=CSC2=C1C=C(C=C2)C (3,5-Dimethylbenzothiophene). Yield: 112.9%. Reaction SMILES: [C:1]1([CH3:12])[CH:6]=[CH:5][C:4]([S:7][CH2:8][C:9](=O)[CH3:10])=[CH:3][CH:2]=1>ClC1C=CC=CC=1>[CH3:10][C:9]1[C:3]2[CH:2]=[C:1]([CH3:12])[CH:6]=[CH:5][C:4]=2[S:7][CH:8]=1. Procedure details: A solution of 10 mL of polyphosphoric acid (PPA) in chlorobenzene (200 mL) was heated to reflux. To this solution 1-(p-tolylsulfanyl)-propan-2-one 5.0 g (20.3 mmol) was added in portions within 20 minutes. The resulting mixture was refluxed for 18 h and then cooled to room temperature. The organic phase was separated and concentrated under reduced pressure. The oily residue was purified by flash chromatography on silica gel (90:10 hexane/EtOAc) to give 3.72 g (81%) the title compound. Reactants: BrC=1OC2=C(C(C1NC=O)=O)C=C(C(=C2)NS(=O)(=O)C)OC2=CC=CC=C2 (2-bromo-3-formylamino-7-methylsulfonylamino-6-phenoxy-4H-1-benzopyran-4-one), [Na] (sodium), CO (methanol), O (water). Run at time 2 hour. Product: C(=O)NC1=C(OC2=C(C1=O)C=C(C(=C2)NS(=O)(=O)C)OC2=CC=CC=C2)OC (3-formylamino-2-methoxy-7-methylsulfonylamino-6-phenoxy-4H-1-benzopyran-4-one). The yield is 71.0%. As a reaction SMILES: [Na].Br[C:3]1[O:4][C:5]2[CH:16]=[C:15]([NH:17][S:18]([CH3:21])(=[O:20])=[O:19])[C:14]([O:22][C:23]3[CH:28]=[CH:27][CH:26]=[CH:25][CH:24]=3)=[CH:13][C:6]=2[C:7](=[O:12])[C:8]=1[NH:9][CH:10]=[O:11].[OH2:29].[CH3:30]O>>[CH:10]([NH:9][C:8]1[C:7](=[O:12])[C:6]2[CH:13]=[C:14]([O:22][C:23]3[CH:28]=[CH:27][CH:26]=[CH:25][CH:24]=3)[C:15]([NH:17][S:18]([CH3:21])(=[O:20])=[O:19])=[CH:16][C:5]=2[O:4][C:3]=1[O:29][CH3:30])=[O:11] |^1:0|. Procedure: 510 mg of metallic sodium was dissolved in 60 ml of methanol. The solution was ice-cooled. Thereto was added 4.25 g of 2-bromo-3-formylamino-7-methylsulfonylamino-6-phenoxy-4H-1-benzopyran-4-one. The mixture was stirred for 2 hours at 0°-5° C. 600 ml of water was added thereto. The resulting mixture was washed with 200 ml of ethyl acetate, adjusted to pH 4 with 4N hydrochloric acid, and extracted with two 300-ml portions of ethyl acetate. The extracts (the organic layers) were combined, washed w... The reactants are [Na+].FC(COCC(C1=CC=CC=C1)O)(S(=O)(=O)[O-])F (1,1-difluoro-2-(2-hydroxy-2-phenylethoxy)ethanesulfonic acid sodium salt), FC(S(=O)(=O)[O-])(F)F.C1(=CC=CC=C1)[SH+](C1=CC=CC=C1)(C)C1=CC=CC=C1 (diphenyl methylphenyl sulfonium trifluoromethane sulfonate). Product: C1(=CC=CC=C1)[SH+](C1=CC=CC=C1)(F)C1=CC=CC=C1.FC(COCC(C1=CC=CC=C1)O)(S(=O)(=O)[O-])F (1,1-difluoro-2-(2-hydroxy-2-phenyl-ethoxy)-ethanesulfonic acid diphenyl fluorophenyl sulfonium salt). As a reaction SMILES: [Na+].[F:2][C:3]([F:19])([S:15]([O-:18])(=[O:17])=[O:16])[CH2:4][O:5][CH2:6][CH:7]([OH:14])[C:8]1[CH:13]=[CH:12][CH:11]=[CH:10][CH:9]=1.FC(F)(F)S([O-])(=O)=O.[C:28]1([SH+:34]([C:42]2[CH:47]=[CH:46][CH:45]=[CH:44][CH:43]=2)(C)[C:35]2[CH:40]=[CH:39][CH:38]=[CH:37][CH:36]=2)[CH:33]=[CH:32][CH:31]=[CH:30][CH:29]=1>>[C:28]1([SH+:34]([C:42]2[CH:47]=[CH:46][CH:45]=[CH:44][CH:43]=2)([F:2])[C:35]2[CH:40]=[CH:39][CH:38]=[CH:37][CH:36]=2)[CH:33]=[CH:32][CH:31]=[CH:30][CH:29]=1.[F:19][C:3]([F:2])([S:15]([O-:18])(=[O:17])=[O:16])[CH2:4][O:5][CH2:6][CH:7]([OH:14])[C:8]1[CH:13]=[CH:12][CH:11]=[CH:10][CH:9]=1 |f:0.1,2.3,4.5|. Reported procedure: As shown in the following reaction scheme (2-2), the 1,1-difluoro-2-(2-hydroxy-2-phenylethoxy)ethanesulfonic acid sodium salt produced in Step 1 was allowed to react with diphenyl methylphenyl sulfonium trifluoromethane sulfonate in the same manner as in Step 2 of Synthesis Example 1, and thus 1,1-difluoro-2-(2-hydroxy-2-phenyl-ethoxy)-ethanesulfonic acid diphenyl fluorophenyl sulfonium salt was obtained. Its structure was confirmed by 1H-NMR. Conditions: time 3 hour. Isolated yield 85.0%. Procedure: To a solution of ethyl (2RS,3RS)-3-(4-fluorophenyl)-3-hydroxy-2-(3-trifluoromethylbenzyl)propionate (7.9 g, 21.3 mmol) in methanol (50 ml) was added 1N aqueous sodium hydroxide solution (42.7 ml, 42.7 mmol) and the mixture was stirred at room temperature for 3 hrs. The reaction solution was acidified with 1N hydrochloric acid (100 ml) and extracted with ethyl acetate (200 ml×2). The extract was washed with water, dried over anhydrous magnesium sulfate and evaporated under reduced pressure. The r... Run in CO (methanol). RXN SMILES: [F:1][C:2]1[CH:7]=[CH:6][C:5]([CH:8]([OH:26])[CH:9]([CH2:15][C:16]2[CH:21]=[CH:20][CH:19]=[C:18]([C:22]([F:25])([F:24])[F:23])[CH:17]=2)[C:10]([O:12]CC)=[O:11])=[CH:4][CH:3]=1.[OH-].[Na+].Cl>CO>[F:1][C:2]1[CH:3]=[CH:4][C:5]([CH:8]([OH:26])[CH:9]([CH2:15][C:16]2[CH:21]=[CH:20][CH:19]=[C:18]([C:22]([F:24])([F:25])[F:23])[CH:17]=2)[C:10]([OH:12])=[O:11])=[CH:6][CH:7]=1 |f:1.2|. Starting materials: FC1=CC=C(C=C1)C(C(C(=O)OCC)CC1=CC(=CC=C1)C(F)(F)F)O (ethyl (2RS,3RS)-3-(4-fluorophenyl)-3-hydroxy-2-(3-trifluoromethylbenzyl)propionate), [OH-].[Na+] (sodium hydroxide), Cl (hydrochloric acid). Yields the product FC1=CC=C(C=C1)C(C(C(=O)O)CC1=CC(=CC=C1)C(F)(F)F)O ((2RS,3RS)-3-(4-fluorophenyl)-3-hydroxy-2-(3-trifluoromethylbenzyl)propionic acid). Yields the product BrCC(=O)C=1NC=CC1 (2-bromo-1-(1H-pyrrol-2-yl)-ethanone). The reactants are C[Si](OC(=C)C=1NC=CC1)(C)C (2-[1 -(trimethyl-silanyloxy)-vinyl]-1H-pyrrole), BrN1C(CCC1=O)=O (N-bromosuccinimide). Reaction SMILES: C[Si](C)(C)[O:3][C:4]([C:6]1[NH:7][CH:8]=[CH:9][CH:10]=1)=[CH2:5].[Br:13]N1C(=O)CCC1=O>C(Cl)Cl.C(OCC)(=O)C>[Br:13][CH2:3][C:4]([C:6]1[NH:7][CH:8]=[CH:9][CH:10]=1)=[O:5]. The yield is 80.0%. Solvent: C(Cl)Cl (CH2Cl2), C(C)(=O)OCC (ethyl acetate). Conditions: temperature 0 celsius, time 8 hour. Procedure details: Crude 2-[1 -(trimethyl-silanyloxy)-vinyl]-1H-pyrrole was diluted with CH2Cl2 (10 ml), cooled to 0° C., and treated with N-bromosuccinimide (1.94 mmol, 0.35 g). The resulting mixture was put in a −20° C. freezer overnight. After warming to room temperature, the mixture was diluted with ethyl acetate (75 ml), washed with saturated aqueous sodium bicarbonate (2×20 ml), brine (2×20 ml), and the organics concentrated under reduced pressure. Purification of the residue by silica gel chromatography pro...